This data is from the Open Reaction Database (ORD), a public repository of structured organic reaction records. The task is: describe an organic reaction: reactants, conditions, products, and yield The reactants are aqueous solution, CN (methylamine), ON1N=NC2=C1C=CC=C2 (1-hydroxybenzotriazole), Cl.C(C)N=C=NCCCN(C)C (1-ethyl-3-(3-dimethylaminopropyl)carbodiimide hydrochloride), C(C)(C)(C)OC(=O)N[C@@H](CC1=CC=CC=C1)C(=O)O (N-t-Butoxycarbonyl-L-phenylalanine), ice water. Run in C(C)(=O)OCC (ethyl acetate), CN(C=O)C (N,N-dimethylformamide). Conditions: time 2.5 hour. Product: CNC([C@@H](NC(=O)OC(C)(C)C)CC1=CC=CC=C1)=O (N-t-butoxycarbonyl-L-phenylalanine methylamide). Isolated yield 86.6%. As a reaction SMILES: [C:1]([O:5][C:6]([NH:8][C@H:9]([C:17]([OH:19])=O)[CH2:10][C:11]1[CH:16]=[CH:15][CH:14]=[CH:13][CH:12]=1)=[O:7])([CH3:4])([CH3:3])[CH3:2].CN.O[N:23]1[C:27]2C=CC=CC=2N=N1.Cl.C(N=C=NCCCN(C)C)C>CN(C)C=O.C(OCC)(=O)C>[CH3:27][NH:23][C:17](=[O:19])[C@H:9]([CH2:10][C:11]1[CH:16]=[CH:15][CH:14]=[CH:13][CH:12]=1)[NH:8][C:6]([O:5][C:1]([CH3:4])([CH3:3])[CH3:2])=[O:7] |f:3.4|. Procedure details: N-t-Butoxycarbonyl-L-phenylalanine (2.65 g, 10.0 mmol) was dissolved in N,N-dimethylformamide (20 ml). To the solution were added a 40% aqueous solution (0.8 ml, 10.3 mmol) of methylamine, 1-hydroxybenzotriazole (1.48 g, 11.0 mmol) and 1-ethyl-3-(3-dimethylaminopropyl)carbodiimide hydrochloride (2.30 g, 12.0 mmol) under cooling with ice water. The mixture was stirred at room temperature for 2.5 hours. The reaction mixture was diluted with ethyl acetate, washed twice with water and each once with... Reactants: O (water), Br.OC=1C=C2CCNCC2=CC1 (1,2,3,4-tetrahydro-6-hydroxy-isoquinoline-hydrobromide), C(C)(=O)[O-].[Na+] (sodium acetate), C(C)(=O)OC(C)=O (acetic acid anhydride). The solvent is C(Cl)Cl (methylene chloride). Run at time 1 hour. The product is C(C)(=O)N1CC2=CC=C(C=C2CC1)O (2-acetyl-1,2,3,4-tetrahydro-6-hydroxy-isoquinoline). Yield: 90.9%. Reaction SMILES: Br.[OH:2][C:3]1[CH:4]=[C:5]2[C:10](=[CH:11][CH:12]=1)[CH2:9][NH:8][CH2:7][CH2:6]2.[C:13]([O-])(=[O:15])[CH3:14].[Na+].C(OC(=O)C)(=O)C.O>C(Cl)Cl>[C:13]([N:8]1[CH2:7][CH2:6][C:5]2[C:10](=[CH:11][CH:12]=[C:3]([OH:2])[CH:4]=2)[CH2:9]1)(=[O:15])[CH3:14] |f:0.1,2.3|. Procedure: A mixture of 57.6 g of 1,2,3,4-tetrahydro-6-hydroxy-isoquinoline-hydrobromide, 22.6 g of anhydrous sodium acetate, and 76.6 g of acetic acid anhydride in 300 ml of methylene chloride is held at the boiling point for one hour under reflux. 300 ml of water are added thereto, the organic phase is separated, and the aqueous phase is extracted several times with methylene chloride. After evaporation of the methylene chloride extract, the residue is dissolved in dilute sodium hydroxide, stirred for 30... Starting materials: [F-].C(CCC)[N+](CCCC)(CCCC)CCCC (tetrabutyl ammonium fluoride), COC(=O)C1=NC=C(C=C1)Br (methyl-5-bromo-2-pyridine carboxylate), C[Si](C1=NC=CC=C1)(C)C (2-(trimethylsilyl)pyridine). Reagents/catalysts: [Ag-]=O (silver (I) oxide), [CH2-]C=C.[CH2-]C=C.Cl[Pd+].Cl[Pd+] (allyl palladium chloride dimer). Solvent: CN(C=O)C (N,N-dimethyl formamide). Reaction conditions: temperature 90 celsius. Yields the product N1=C(C=CC=C1)C=1C=NC(=CC1)C(=O)OC (methyl 2,3′-bipyridine-6′-carboxylate). Isolated yield 48.0%. As a reaction SMILES: [CH3:1][O:2][C:3]([C:5]1[CH:10]=[CH:9][C:8](Br)=[CH:7][N:6]=1)=[O:4].C[Si](C)(C)[C:14]1[CH:19]=[CH:18][CH:17]=[CH:16][N:15]=1.[F-].C([N+](CCCC)(CCCC)CCCC)CCC>CN(C)C=O.[Ag-]=O.[CH2-]C=C.[CH2-]C=C.Cl[Pd+].Cl[Pd+]>[N:15]1[CH:16]=[CH:17][CH:18]=[CH:19][C:14]=1[C:8]1[CH:7]=[N:6][C:5]([C:3]([O:2][CH3:1])=[O:4])=[CH:10][CH:9]=1 |f:2.3,6.7.8.9|. Reported procedure: This compound is synthesized as described by adaptation of the following reference: Tye et al., Tet. Lett., 2008, 49, 3939. To a stirred suspension of methyl-5-bromo-2-pyridine carboxylate (0.25 g, 1.16 mmol) and 2-(trimethylsilyl)pyridine (0.48 mL), 3.48 mmol) in anhydrous N,N-dimethyl formamide (7.5 mL) is added silver (I) oxide (0.27 g, 1.16 mmol), allyl palladium chloride dimer (21 mg, 5 mol %) and tetrabutyl ammonium fluoride (1M in THF, 0.116 mL). The reaction is heated at 90° C. for 18 h....